From a dataset of the Open Reaction Database (ORD), a public repository of structured organic reaction records. describe an organic reaction: reactants, conditions, products, and yield The reactants are CS(C)=O, O=[N+]([O-])c1cccc(F)c1, NCCCN1CCOCC1, O. Yields the product O=[N+]([O-])c1cccc(NCCCN2CCOCC2)c1. Reaction SMILES: [CH3:22][S:23](=[O:24])[CH3:25].[F:1][c:2]1[cH:3][c:4]([N+:8](=[O:9])[O-:10])[cH:5][cH:6][cH:7]1.[NH2:11][CH2:12][CH2:13][CH2:14][N:15]1[CH2:16][CH2:17][O:18][CH2:19][CH2:20]1.[OH2:21]>>[c:2]1([NH:11][CH2:12][CH2:13][CH2:14][N:15]2[CH2:16][CH2:17][O:18][CH2:19][CH2:20]2)[cH:3][c:4]([N+:8](=[O:9])[O-:10])[cH:5][cH:6][cH:7]1. Reactants: FC=1C=C(C=C(C1F)[C@@H]1OC1)C(CC(=O)OCC)CC (Ethyl 3-{3,4-difluoro-5-[(2S)-2-oxiranyl]phenyl}pentanoate), CC(CCCC1=CC=CC=C1)(C)N ((1,1-dimethyl-4-phenylbutyl)amine). The solvent is C(C)O (ethanol). The product is CC(CCCC1=CC=CC=C1)(C)NC[C@@H](O)C=1C=C(C=C(C1F)F)C(CC(=O)OCC)CC (Ethyl 3-(3-{(1S)-2-[(1,1-dimethyl-4-phenylbutyl)amino]-1-hydroxyethyl}-4,5-difluorophenyl)pentanoate). Isolated yield 68.6%. Reaction SMILES: [F:1][C:2]1[CH:3]=[C:4]([CH:12]([CH2:19][CH3:20])[CH2:13][C:14]([O:16][CH2:17][CH3:18])=[O:15])[CH:5]=[C:6]([C@H:9]2[CH2:11][O:10]2)[C:7]=1[F:8].[CH3:21][C:22]([NH2:33])([CH3:32])[CH2:23][CH2:24][CH2:25][C:26]1[CH:31]=[CH:30][CH:29]=[CH:28][CH:27]=1>C(O)C>[CH3:32][C:22]([NH:33][CH2:11][C@H:9]([C:6]1[CH:5]=[C:4]([CH:12]([CH2:19][CH3:20])[CH2:13][C:14]([O:16][CH2:17][CH3:18])=[O:15])[CH:3]=[C:2]([F:1])[C:7]=1[F:8])[OH:10])([CH3:21])[CH2:23][CH2:24][CH2:25][C:26]1[CH:31]=[CH:30][CH:29]=[CH:28][CH:27]=1. Procedure: Ethyl 3-{3,4-difluoro-5-[(2S)-2-oxiranyl]phenyl}pentanoate (8.56 g, 0.0301 mol) and (1,1-dimethyl-4-phenylbutyl)amine (5.39 g, 0.0304 mol) in ethanol (50 mL) was heated at 70° C. overnight. The reaction was concentrated and purified by column chromatography (0-40% ethyl acetate:hexane) yield the desired product (9.53 g, 69%). MS (m/z): 434.2 (M+H).